Dataset: the Open Reaction Database (ORD), a public repository of structured organic reaction records. Task: describe an organic reaction: reactants, conditions, products, and yield Reactants: BrC=1C=C(C(=O)N2C3=C(OCC2)N=CC(=C3)C3=CC=C(C#N)C=C3)C=C(C1OC)Br (4-[1-(3,5-dibromo-4-methoxy-benzoyl)-2,3-dihydro-1H-pyrido[2,3-b][1,4]oxazin-7-yl]-benzonitrile), [Br-].[Li+] (lithium bromide), N1CCNCC1 (piperazine). Run in CN(C=O)C (N,N-dimethyl formamide). The product is BrC=1C=C(C(=O)N2C3=C(OCC2)N=CC(=C3)C3=CC=C(C#N)C=C3)C=C(C1O)Br (4-[1-(3,5-dibromo-4-hydroxy-benzoyl)-2,3-dihydro-1H-pyrido[2,3-b][1,4]oxazin-7-yl]-benzonitrile). As a reaction SMILES: [Br:1][C:2]1[CH:3]=[C:4]([CH:25]=[C:26]([Br:30])[C:27]=1[O:28]C)[C:5]([N:7]1[CH2:12][CH2:11][O:10][C:9]2[N:13]=[CH:14][C:15]([C:17]3[CH:24]=[CH:23][C:20]([C:21]#[N:22])=[CH:19][CH:18]=3)=[CH:16][C:8]1=2)=[O:6].[Br-].[Li+].N1CCNCC1>CN(C)C=O>[Br:1][C:2]1[CH:3]=[C:4]([CH:25]=[C:26]([Br:30])[C:27]=1[OH:28])[C:5]([N:7]1[CH2:12][CH2:11][O:10][C:9]2[N:13]=[CH:14][C:15]([C:17]3[CH:18]=[CH:19][C:20]([C:21]#[N:22])=[CH:23][CH:24]=3)=[CH:16][C:8]1=2)=[O:6] |f:1.2|. Reported procedure: By the same method as in the step d) of Example 45, 4-[1-(3,5-dibromo-4-methoxy-benzoyl)-2,3-dihydro-1H-pyrido[2,3-b][1,4]oxazin-7-yl]-benzonitrile (116 mg, 0.22 mmol), lithium bromide (76 mg, 0.88 mmol) and piperazine (29 mg, 0.33 mmol) were dissolved in N,N-dimethyl formamide (3 ml) and reacted at 1000 to obtain the target compound 65, i.e., 4-[1-(3,5-dibromo-4-hydroxy-benzoyl)-2,3-dihydro-1H-pyrido[2,3-b][1,4]oxazin-7-yl]-benzonitrile, as white solid (49 mg, 43%).